From a dataset of the Open Reaction Database (ORD), a public repository of structured organic reaction records. describe an organic reaction: reactants, conditions, products, and yield Starting materials: O=C([O-])[O-], CN(C)C=O, CCCSc1cc(Cl)ccc1C#N, FC(F)(F)N1C=CNN1, [K+], [K+], O. The product is CCCSc1cc(N2C=CN(C(F)(F)F)N2)ccc1C#N. As a reaction SMILES: [C:23](=[O:24])([O-:25])[O-:26].[CH3:30][N:31]([CH3:32])[CH:33]=[O:34].[Cl:10][c:11]1[cH:12][c:13]([S:19][CH2:20][CH2:21][CH3:22])[c:14]([C:15]#[N:16])[cH:17][cH:18]1.[F:1][C:2]([N:3]1[NH:4][NH:5][CH:6]=[CH:7]1)([F:8])[F:9].[K+:27].[K+:28].[OH2:29]>>[F:1][C:2]([N:3]1[NH:4][N:5]([c:11]2[cH:12][c:13]([S:19][CH2:20][CH2:21][CH3:22])[c:14]([C:15]#[N:16])[cH:17][cH:18]2)[CH:6]=[CH:7]1)([F:8])[F:9]. Reactants: CCOC(=O)CBr, O=C([O-])[O-], CN(C)C=O, CCC(C)=O, Oc1cc2cc(C3CCCCC3)sc2c(Cl)c1Cl, [K+], [K+]. Yields the product CCOC(=O)COc1cc2cc(C3CCCCC3)sc2c(Cl)c1Cl. Reaction SMILES: [Br:19][CH2:20][C:21](=[O:22])[O:23][CH2:24][CH3:25].[C:31](=[O:32])([O-:33])[O-:34].[CH3:26][N:27]([CH3:28])[CH:29]=[O:30].[CH3:37][C:38](=[O:39])[CH2:40][CH3:41].[Cl:1][c:2]1[c:3]([OH:18])[cH:4][c:5]2[c:6]([s:7][c:8]([CH:10]3[CH2:11][CH2:12][CH2:13][CH2:14][CH2:15]3)[cH:9]2)[c:16]1[Cl:17].[K+:35].[K+:36]>>[Cl:1][c:2]1[c:3]([O:18][CH2:20][C:21](=[O:22])[O:23][CH2:24][CH3:25])[cH:4][c:5]2[c:6]([s:7][c:8]([CH:10]3[CH2:11][CH2:12][CH2:13][CH2:14][CH2:15]3)[cH:9]2)[c:16]1[Cl:17]. Starting materials: COc1cc2nc(C)cc(O)c2cc1Br, CCOCC, O=P(Cl)(Cl)Cl. Product: COc1cc2nc(C)cc(Cl)c2cc1Br. RXN SMILES: [Br:1][c:2]1[cH:3][c:4]2[c:5]([OH:15])[cH:6][c:7]([CH3:14])[n:8][c:9]2[cH:10][c:11]1[O:12][CH3:13].[CH3:21][CH2:22][O:23][CH2:24][CH3:25].[P:16]([Cl:17])([Cl:18])([Cl:19])=[O:20]>>[Br:1][c:2]1[cH:3][c:4]2[c:5]([Cl:18])[cH:6][c:7]([CH3:14])[n:8][c:9]2[cH:10][c:11]1[O:12][CH3:13]. Starting materials: Cl (HCl), FC=1C(=C(C2=C(N(C(N2)=O)C2=C(C=C(C=C2)I)F)C1F)OC)[N+](=O)[O-] (6,7-difluoro-1-(2-fluoro-4-iodo-phenyl)-4-methoxy-5-nitro-1,3-dihydro-benzoimidazol-2-one), C(C)(=O)OCC (ethyl acetate). Reagents/catalysts: [Zn] (zinc). Run in CCCCCC (hexane), C1CCOC1 (THF). Conditions: time 5 minute. The product is NC1=C(C2=C(N(C(N2)=O)C2=C(C=C(C=C2)I)F)C(=C1F)F)OC (5-Amino-6,7-difluoro-1-(2-fluoro-4-iodo-phenyl)-4-methoxy-1,3-dihydro-benzoimidazol-2-one). Isolated yield 94.6%. Reaction SMILES: Cl.[F:2][C:3]1[C:4]([N+:24]([O-])=O)=[C:5]([O:22][CH3:23])[C:6]2[NH:10][C:9](=[O:11])[N:8]([C:12]3[CH:17]=[CH:16][C:15]([I:18])=[CH:14][C:13]=3[F:19])[C:7]=2[C:20]=1[F:21].C(OCC)(=O)C>C1COCC1.CCCCCC.[Zn]>[NH2:24][C:4]1[C:3]([F:2])=[C:20]([F:21])[C:7]2[N:8]([C:12]3[CH:17]=[CH:16][C:15]([I:18])=[CH:14][C:13]=3[F:19])[C:9](=[O:11])[NH:10][C:6]=2[C:5]=1[O:22][CH3:23]. Procedure details: Concentrated HCl (2.5 mL) was added to a solution of 6,7-difluoro-1-(2-fluoro-4-iodo-phenyl)-4-methoxy-5-nitro-1,3-dihydro-benzoimidazol-2-one (1.6 g, 3.4 mmol) in THF (35 mL) and the resulting mixture was stirred for 5 min. This was followed by portion wise addition of zinc powder (2.2 g, 34 mmol) over a period of 30 minutes and stirring was continued for a further 30 minutes at room temperature. The reaction was monitored by TLC (60% ethyl acetate in hexane). The reaction mixture was concentra... Starting materials: CN(C)C=O, Cc1cc(Cl)c2cc(C)c(CNc3ccc(C#N)cc3)cc2n1, CI. The product is Cc1cc(Cl)c2cc(C)c(CN(C)c3ccc(C#N)cc3)cc2n1. RXN SMILES: [CH3:26][N:27]([CH3:28])[CH:29]=[O:30].[Cl:3][c:4]1[cH:5][c:6]([CH3:25])[n:7][c:8]2[cH:9][c:10]([CH2:15][NH:16][c:17]3[cH:18][cH:19][c:20]([C:21]#[N:22])[cH:23][cH:24]3)[c:11]([CH3:14])[cH:12][c:13]12.[I:1][CH3:2]>>[CH3:2][N:16]([CH2:15][c:10]1[cH:9][c:8]2[n:7][c:6]([CH3:25])[cH:5][c:4]([Cl:3])[c:13]2[cH:12][c:11]1[CH3:14])[c:17]1[cH:18][cH:19][c:20]([C:21]#[N:22])[cH:23][cH:24]1. The reactants are NC=1C=C(C#N)C=CC1Cl (3-amino-4-chlorobenzonitrile), SC=1SC2=C(N1)C=C(C=C2)C#N (2-mercapto-1,3-benzothiazole-5-carbonitrile), ClC=1SC2=C(N1)C=C(C=C2)Cl (2,5-dichloro-1,3-benzothiazole). Reaction conditions: temperature 95 celsius. Product: ClC=1SC2=C(N1)C=C(C=C2)C#N (2-Chloro-1,3-benzothiazole-5-carbonitrile). Reaction SMILES: [NH2:1][C:2]1[CH:3]=[C:4]([CH:7]=[CH:8][C:9]=1Cl)[C:5]#[N:6].SC1SC2C=CC(C#N)=CC=2N=1.[Cl:23][C:24]1[S:25]C2C=CC(Cl)=CC=2N=1>>[Cl:23][C:24]1[S:25][C:9]2[CH:8]=[CH:7][C:4]([C:5]#[N:6])=[CH:3][C:2]=2[N:1]=1. Procedure: The title compound was prepared from 3-amino-4-chlorobenzonitrile via 2-mercapto-1,3-benzothiazole-5-carbonitrile as described for 2,5-dichloro-1,3-benzothiazole except that in the first step the reaction mixture was heated to 95° C. for 10 h.